Dataset: the Open Reaction Database (ORD), a public repository of structured organic reaction records. Task: describe an organic reaction: reactants, conditions, products, and yield Starting materials: CC(C)(C)N, CCN1CCOCC1, O=C(O)C1CSCN1C(=O)OCc1ccccc1, CC(C)COC(=O)Cl, C1CCOC1. The product is CC(C)(C)NC(=O)C1CSCN1C(=O)OCc1ccccc1. RXN SMILES: [C:35]([CH3:36])([CH3:37])([CH3:38])[NH2:39].[CH2:19]([N:20]1[CH2:21][CH2:22][O:23][CH2:24][CH2:25]1)[CH3:26].[CH2:1]([c:2]1[cH:3][cH:4][cH:5][cH:6][cH:7]1)[O:8][C:9](=[O:10])[N:11]1[CH2:12][S:13][CH2:14][CH:15]1[C:16](=[O:17])[OH:18].[Cl:27][C:28]([O:29][CH2:30][CH:31]([CH3:32])[CH3:33])=[O:34].[O:40]1[CH2:41][CH2:42][CH2:43][CH2:44]1>>[CH2:1]([c:2]1[cH:3][cH:4][cH:5][cH:6][cH:7]1)[O:8][C:9](=[O:10])[N:11]1[CH2:12][S:13][CH2:14][CH:15]1[C:16](=[O:18])[NH:39][C:35]([CH3:36])([CH3:37])[CH3:38]. The reactants are C(C)O[Si](OCC)(OCC)OCC (tetraethoxysilane), C(C)O[Si](OCC)(OCC)OCC.CC(C)O (TEOS iPrOH). The solvent is O (water), C(C)(C)O (isopropanol). Yields the product O.C(C)O[Si](OCC)(OCC)OCC (water TEOS). Reaction SMILES: C([O:3][Si](OCC)(OCC)OCC)C.[CH2:14]([O:16][Si:17]([O:24][CH2:25][CH3:26])([O:21][CH2:22][CH3:23])[O:18][CH2:19][CH3:20])[CH3:15].CC(O)C>C(O)(C)C.O>[OH2:3].[CH2:19]([O:18][Si:17]([O:21][CH2:22][CH3:23])([O:16][CH2:14][CH3:15])[O:24][CH2:25][CH3:26])[CH3:20] |f:1.2,5.6|. Procedure: A hybrid alcogel was prepared by the two-stage hydrolysis and condensation of tetraethoxysilane (TEOS). The latter was first dissolved in isopropanol (iPrOH), using a TEOS/iPrOH molar ratio of 1:9.2. The aqueous latex dispersion containing about 4 wt-% of solids was diluted with distilled water to obtain a water/TEOS molar ratio of 6.5, after which it was added dropwise to an alcoholic solution of tetraethoxysilane, with stirring. The reaction mixture thus obtained was acidified with 0.1 N hydro...